Dataset: the Open Reaction Database (ORD), a public repository of structured organic reaction records. Task: describe an organic reaction: reactants, conditions, products, and yield Reactants: C(=O)(OC(C)(C)C)N1CC(C1)C(=O)O (1-BOC-azetidine-3-carboxylic acid), amino acid, FC(C(=O)[O-])(F)F.N1CC(C1)C(=O)NCC[N+]12C[C@@H](C(CC1)CC2)OC(C(C2=CC=CC=C2)(C2=CC=CC=C2)O)=O ((R)-1-[2-[(Azetidine-3-carbonyl)-amino]-ethyl]-3-(2-hydroxy-2,2-diphenyl-acetoxy)-1-azonia-bicyclo[2.2.2]octane trifluoroacetate), BOC. The product is FC(C(=O)[O-])(F)F.N1[C@@H](CCC1)C(=O)NCC[N+]12CCC(CC1)CC2 (2-[((S)-pyrrolidine-2-carbonyl)-amino]-ethyl-1-azonia-bicyclo[2.2.2]octane trifluoroacetate), FC(C(=O)[O-])(F)F.OC(C(=O)O[C@H]1C[N+]2(CCC1CC2)CCNC(=O)[C@@H]2NCCCC2)(C2=CC=CC=C2)C2=CC=CC=C2 ((R)-3-(2-Hydroxy-2,2-diphenyl-acetoxy)-1-[2-[((R)-piperidine-2-carbonyl)-amino]-ethyl]-1-azonia-bicyclo[2.2.2]octane trifluoroacetate), FC(C(=O)[O-])(F)F.OC(C(=O)O[C@H]1C[N+]2(CCC1CC2)CCNC(=O)[C@H]2NCCCC2)(C2=CC=CC=C2)C2=CC=CC=C2 ((R)-3-(2-Hydroxy-2,2-diphenyl-acetoxy)-1-[2-[((S)-piperidine-2-carbonyl)-amino]-ethyl]-1-azonia-bicyclo[2.2.2] octane trifluoroacetate), FC(C(=O)[O-])(F)F.N1[C@@H](CC1)C(=O)NCC[N+]12C[C@@H](C(CC1)CC2)OC(C(C2=CC=CC=C2)(C2=CC=CC=C2)O)=O ((R)-1-[2-[((S)-Azetidine-2-carbonyl)-amino]-ethyl]-3-(2-hydroxy-2,2-diphenyl-acetoxy)-1-azonia-bicyclo[2.2.2]octane trifluoroacetate). RXN SMILES: [F:1][C:2]([F:7])([F:6])[C:3]([O-:5])=[O:4].N1[CH2:11][CH:10]([C:12]([NH:14][CH2:15][CH2:16][N+:17]23[CH2:24][CH2:23][CH:20]([CH2:21][CH2:22]2)[C@@H:19]([O:25][C:26](=[O:41])[C:27]([OH:40])([C:34]2[CH:39]=[CH:38][CH:37]=[CH:36][CH:35]=2)[C:28]2[CH:33]=[CH:32][CH:31]=[CH:30][CH:29]=2)[CH2:18]3)=[O:13])C1.C([N:49]1[CH2:52][CH:51]([C:53](O)=O)[CH2:50]1)(OC(C)(C)C)=O>>[F:1][C:2]([F:7])([F:6])[C:3]([O-:5])=[O:4].[NH:49]1[CH2:50][CH2:51][CH2:11][C@H:10]1[C:12]([NH:14][CH2:15][CH2:16][N+:17]12[CH2:18][CH2:19][CH:20]([CH2:21][CH2:22]1)[CH2:23][CH2:24]2)=[O:13].[F:1][C:2]([F:7])([F:6])[C:3]([O-:5])=[O:4].[OH:40][C:27]([C:28]1[CH:33]=[CH:32][CH:31]=[CH:30][CH:29]=1)([C:34]1[CH:39]=[CH:38][CH:37]=[CH:36][CH:35]=1)[C:26]([O:25][C@@H:19]1[CH:20]2[CH2:21][CH2:22][N+:17]([CH2:16][CH2:15][NH:14][C:12]([C@H:52]3[CH2:51][CH2:53][CH2:2][CH2:50][NH:49]3)=[O:13])([CH2:24][CH2:23]2)[CH2:18]1)=[O:41].[F:1][C:2]([F:7])([F:6])[C:3]([O-:5])=[O:4].[OH:40][C:27]([C:28]1[CH:33]=[CH:32][CH:31]=[CH:30][CH:29]=1)([C:34]1[CH:39]=[CH:38][CH:37]=[CH:36][CH:35]=1)[C:26]([O:25][C@@H:19]1[CH:20]2[CH2:21][CH2:22][N+:17]([CH2:16][CH2:15][NH:14][C:12]([C@@H:3]3[CH2:2][CH2:52][CH2:51][CH2:50][NH:49]3)=[O:13])([CH2:24][CH2:23]2)[CH2:18]1)=[O:41].[F:1][C:2]([F:7])([F:6])[C:3]([O-:5])=[O:4].[NH:49]1[CH2:52][CH2:51][C@H:50]1[C:12]([NH:14][CH2:15][CH2:16][N+:17]12[CH2:24][CH2:23][CH:20]([CH2:21][CH2:22]1)[C@@H:19]([O:25][C:26](=[O:41])[C:27]([OH:40])([C:28]1[CH:33]=[CH:32][CH:31]=[CH:30][CH:29]=1)[C:34]1[CH:35]=[CH:36][CH:37]=[CH:38][CH:39]=1)[CH2:18]2)=[O:13] |f:0.1,3.4,5.6,7.8,9.10|. Procedure: These compounds, namely (R)-3-(2-Hydroxy-2,2-diphenyl-acetoxy)-1-(2-[((S)-pyrrolidine-2-carbonyl)-amino]-ethyl-1-azonia-bicyclo[2.2.2]octane trifluoroacetate, (R)-3-(2-Hydroxy-2,2-diphenyl-acetoxy)-1-[2-[((R)-piperidine-2-carbonyl)-amino]-ethyl]-1-azonia-bicyclo[2.2.2]octane trifluoroacetate, (R)-3-(2-Hydroxy-2,2-diphenyl-acetoxy)-1-[2-[((S)-piperidine-2-carbonyl)-amino]-ethyl]-1-azonia-bicyclo[2.2.2] octane trifluoroacetate and (R)-1-[2-[((S)-Azetidine-2-carbonyl)-amino]-ethyl]-3-(2-hydroxy-2,2... Starting materials: COC(COC1=C(C=C(C(=C1)OC)S)C)=O ((4-Mercapto-5-methoxy-2-methyl-phenoxy)-acetic acid methyl ester), ClCC1=NOC(=C1)C1=CC=C(C=C1)Cl (3-chloromethyl-5-(4-chloro-phenyl)-isoxazole). Yields the product ClC1=CC=C(C=C1)C1=CC(=NO1)CSC1=CC(=C(OCC(=O)O)C=C1OC)C ({4-[5-(4-Chloro-phenyl)-isoxazol-3-ylmethylsulfanyl]-5-methoxy-2-methyl-phenoxy}-acetic acid). Reaction SMILES: C[O:2][C:3](=[O:16])[CH2:4][O:5][C:6]1[CH:11]=[C:10]([O:12][CH3:13])[C:9]([SH:14])=[CH:8][C:7]=1[CH3:15].Cl[CH2:18][C:19]1[CH:23]=[C:22]([C:24]2[CH:29]=[CH:28][C:27]([Cl:30])=[CH:26][CH:25]=2)[O:21][N:20]=1>>[Cl:30][C:27]1[CH:26]=[CH:25][C:24]([C:22]2[O:21][N:20]=[C:19]([CH2:18][S:14][C:9]3[C:10]([O:12][CH3:13])=[CH:11][C:6]([O:5][CH2:4][C:3]([OH:2])=[O:16])=[C:7]([CH3:15])[CH:8]=3)[CH:23]=2)=[CH:29][CH:28]=1. Procedure details: The title compound was prepared in the manner analogous to Example 1F using 1D and 3-chloromethyl-5-(4-chloro-phenyl)-isoxazole. MS m/z 434 (M+1).